From a dataset of the Open Reaction Database (ORD), a public repository of structured organic reaction records. describe an organic reaction: reactants, conditions, products, and yield Starting materials: O (Water), C1(=CC=CC=C1)P(C1=CC=CC=C1)C1=CC=CC=C1 (triphenylphosphine), N(=[N+]=[N-])CCC1=CC=C(S1)C(=O)OC(C)C (isopropyl 5-(2-azidoethyl)thiophene-2-carboxylate). Run in C1CCOC1 (THF). Run at time 8 hour. Product: NCCC1=CC=C(S1)C(=O)OC(C)C (Isopropyl 5-(2-aminoethyl)thiophene-2-carboxylate). The yield is 82.0%. As a reaction SMILES: O.C1(P(C2C=CC=CC=2)C2C=CC=CC=2)C=CC=CC=1.[N:21]([CH2:24][CH2:25][C:26]1[S:30][C:29]([C:31]([O:33][CH:34]([CH3:36])[CH3:35])=[O:32])=[CH:28][CH:27]=1)=[N+]=[N-]>C1COCC1>[NH2:21][CH2:24][CH2:25][C:26]1[S:30][C:29]([C:31]([O:33][CH:34]([CH3:36])[CH3:35])=[O:32])=[CH:28][CH:27]=1. Procedure: Water (0.1 mL) and triphenylphosphine (288 mg, 1.1 mmol) were added sequentially to a solution of the azide from step 3 (239 mg, 1.0 mmol) in THF (2.0 mL) and the reaction was stirred at room temperature overnight. The solvent was removed under a stream of nitrogen and then 1.0 N aqueous HCl (7.5 mL) was added. The mixture was extracted with EtOAc (2×5 mL). The aqueous phase was basified with 2.0 M aqueous NaOH (5 mL). The mixture was extracted with EtOAc (3×10 mL) and these extracts were dried ...